Dataset: the Open Reaction Database (ORD), a public repository of structured organic reaction records. Task: describe an organic reaction: reactants, conditions, products, and yield Reactants: CC1=C(OC2=CC=C(C=C2)C2CNCCO2)C=CC=C1C (2-[4-(2,3-dimethyl-phenoxy)-phenyl]-morpholine), C(CC(=O)C)(=O)OC(C)(C)C (tert-butyl acetoacetate), C(C)(=O)O[BH-](OC(C)=O)OC(C)=O.[Na+] (sodium triacetoxyborohydride), C(=O)(O)[O-].[Na+] (NaHCO3). The solvent is ClCCCl (1,2-dichloroethane), C(C)(=O)O (acetic acid). Yields the product C(C)(C)(C)OC(CC(C)N1CC(OCC1)C1=CC=C(C=C1)OC1=C(C(=CC=C1)C)C)=O (3-{2-[4-(2,3-dimethyl-phenoxy)-phenyl]-morpholin-4-yl}-butyric acid tert-butyl ester). Reaction SMILES: [CH3:1][C:2]1[C:20]([CH3:21])=[CH:19][CH:18]=[CH:17][C:3]=1[O:4][C:5]1[CH:10]=[CH:9][C:8]([CH:11]2[O:16][CH2:15][CH2:14][NH:13][CH2:12]2)=[CH:7][CH:6]=1.[C:22]([O:28][C:29]([CH3:32])([CH3:31])[CH3:30])(=[O:27])[CH2:23][C:24]([CH3:26])=O.C(O[BH-](OC(=O)C)OC(=O)C)(=O)C.[Na+].C([O-])(O)=O.[Na+]>ClCCCl.C(O)(=O)C>[C:29]([O:28][C:22](=[O:27])[CH2:23][CH:24]([N:13]1[CH2:14][CH2:15][O:16][CH:11]([C:8]2[CH:7]=[CH:6][C:5]([O:4][C:3]3[CH:17]=[CH:18][CH:19]=[C:20]([CH3:21])[C:2]=3[CH3:1])=[CH:10][CH:9]=2)[CH2:12]1)[CH3:26])([CH3:32])([CH3:31])[CH3:30] |f:2.3,4.5|. Procedure details: A mixture of 2-[4-(2,3-dimethyl-phenoxy)-phenyl]-morpholine (1.00 g; 3.13 mmol), tert-butyl acetoacetate (2.07 mL; 12.5 mmol), sodium triacetoxyborohydride (1.86 g; 8.75 mmol), and a drop of acetic acid, in 1,2-dichloroethane (20 mL) was stirred overnight, at RT. The resulting mixture was treated with 5% aqueous NaHCO3 and extracted with CH2Cl2. The combined organic layers were dried (Na2SO4), filtered, concentrated in vacuo, and purified by column chromatography (SiO2, Et2O/hexanes 1:3) to affo... Starting materials: C(C1=CC=CC=C1)OC([C@@H](N[N+](=O)[O-])CCCNC(N)=N)=O (nitro-L-arginine benzyl ester), C(C1=CC=CC=C1)OC([C@@H](N)C)=O (L-alanine benzyl ester), C(C1=CC=CC=C1)OC([C@@H](N(C(C(CCC(=O)OC)C)=O)[N+](=O)[O-])CCCNC(N)=N)=O (Nα -(4-methoxycarbonyl-2-methylbutanoyl)-nitro-L-arginine benzyl ester), COC(=O)CCC(C(=O)N[C@@H](CCCNC(N)=N)C(=O)O)C (Nα -(4-methoxycarbonyl-2-methylbutanoyl)-L-arginine), C(=O)(O)CCC(C(=O)N[C@@H](CCCNC(N)=N)C(=O)O)C (Nα -(4-carboxy-2-methylbutanoyl)-L-arginine). Product: C(=O)(O)C(C[C@H](NC(C(CC)C)=O)C(=O)O)CNC(N)=N (4-Carboxy-2-methylbutanoyl-L-arginine). As a reaction SMILES: C([O:8][C:9](=[O:22])[C@H](CCCNC(=N)N)N[N+]([O-])=O)C1C=CC=CC=1.C(OC(=O)[C@H](C)N)C1C=CC=CC=1.C([O:43][C:44](=[O:67])[C@H:45]([CH2:60][CH2:61][CH2:62][NH:63][C:64](=[NH:66])[NH2:65])[N:46]([N+]([O-])=O)[C:47](=[O:56])[CH:48]([CH3:55])[CH2:49][CH2:50]C(OC)=O)C1C=CC=CC=1.COC(CCC(C)C(N[C@H](C(O)=O)CCCNC(=N)N)=O)=O.C(CCC(C)C(N[C@H](C(O)=O)CCCNC(=N)N)=O)(O)=O>>[C:9]([CH:61]([CH2:62][NH:63][C:64](=[NH:66])[NH2:65])[CH2:60][C@@H:45]([C:44]([OH:43])=[O:67])[NH:46][C:47](=[O:56])[CH:48]([CH3:55])[CH2:49][CH3:50])([OH:22])=[O:8]. Procedure details: By substituting nitro-L-arginine benzyl ester for the L-alanine benzyl ester in the procedure of Example 23, and then treating the product by the procedures of Examples 24 and 26, Nα -(4-methoxycarbonyl-2-methylbutanoyl)-nitro-L-arginine benzyl ester, Nα -(4-methoxycarbonyl-2-methylbutanoyl)-L-arginine, and Nα -(4-carboxy-2-methylbutanoyl)-L-arginine are obtained. The reactants are O (water), O.[OH-].[Li+] (lithium hydroxide hydrate), ClC(C1=NSC(=N1)Cl)(Cl)Cl (3-trichloromethyl-5-chloro-1,2,4-thiadiazole), CN(C(CO)=O)C1=CCCCC1 (hydroxyacetic acid N-methyl-N-cyclohex-1-enylamide). The solvent is C(C(C)C)C(=O)C (methyl isobutyl ketone). Conditions: temperature 0 celsius, time 30 minute. The product is CN(C(COC1=NC(=NS1)C(Cl)(Cl)Cl)=O)C1=CCCCC1 (3-trichloromethyl-1,2,4-thiadiazol-5-yl-oxyacetic acid N-methyl-N-cyclohexen-1-yl-amide). Isolated yield 84.8%. Reaction SMILES: O.[OH-].[Li+].[Cl:4][C:5]([Cl:13])([Cl:12])[C:6]1[N:10]=[C:9](Cl)[S:8][N:7]=1.[CH3:14][N:15]([C:20]1[CH2:25][CH2:24][CH2:23][CH2:22][CH:21]=1)[C:16](=[O:19])[CH2:17][OH:18].O>C(C(C)=O)C(C)C>[CH3:14][N:15]([C:20]1[CH2:25][CH2:24][CH2:23][CH2:22][CH:21]=1)[C:16](=[O:19])[CH2:17][O:18][C:9]1[S:8][N:7]=[C:6]([C:5]([Cl:13])([Cl:12])[Cl:4])[N:10]=1 |f:0.1.2|. Procedure details: 3.1 g (0.07 mol) of lithium hydroxide hydrate are added in portions, at 0° C., to 16.7 g (0.07 mol) of 3-trichloromethyl-5-chloro-1,2,4-thiadiazole and 11.8 g (0.07 mol) of hydroxyacetic acid N-methyl-N-cyclohex-1-enylamide in 100 ml of methyl isobutyl ketone, and the mixture is stirred for 30 minutes at 0° C. and then overnight at 25° C. After water has been added, the reaction product which separates out as a solid is filtered off under suction, washed and dried. 22.0 g (84.8% of theory) of 3-... Reactants: Cc1ccc(S(=O)(=O)Cl)cc1, COc1ccc(COc2ccc(N)nc2)cc1, c1ccncc1. Product: COc1ccc(COc2ccc(NS(=O)(=O)c3ccc(C)cc3)nc2)cc1. RXN SMILES: [CH3:18][c:19]1[cH:20][cH:21][c:22]([S:25](=[O:26])(=[O:27])[Cl:28])[cH:23][cH:24]1.[CH3:1][O:2][c:3]1[cH:4][cH:5][c:6]([CH2:7][O:8][c:9]2[cH:10][cH:11][c:12]([NH2:15])[n:13][cH:14]2)[cH:16][cH:17]1.[cH:29]1[cH:30][cH:31][n:32][cH:33][cH:34]1>>[CH3:1][O:2][c:3]1[cH:4][cH:5][c:6]([CH2:7][O:8][c:9]2[cH:10][cH:11][c:12]([NH:15][S:25]([c:22]3[cH:21][cH:20][c:19]([CH3:18])[cH:24][cH:23]3)(=[O:26])=[O:27])[n:13][cH:14]2)[cH:16][cH:17]1.